Dataset: the Open Reaction Database (ORD), a public repository of structured organic reaction records. Task: describe an organic reaction: reactants, conditions, products, and yield Procedure details: The subtitle compound was prepared by the methods of example 2 steps (i) and (ii) using 5-amino-2-chlorobenzonitrile and dimethyldisulfide. Reactants: C(C)S(=O)(=O)C1=CC(=C(C=C1)F)F (3,4-difluorophenyl ethyl sulfone), NC=1C=CC(=C(C#N)C1)Cl (5-amino-2-chlorobenzonitrile), CSSC (dimethyldisulfide). Yields the product ClC1=C(C#N)C=C(C=C1)S(=O)(=O)C (2-chloro-5-(methylsulfonyl)benzonitrile). As a reaction SMILES: [CH2:1]([S:3](C1C=CC(F)=C(F)C=1)(=[O:5])=[O:4])C.N[C:15]1[CH:16]=[CH:17][C:18]([Cl:23])=[C:19]([CH:22]=1)[C:20]#[N:21].CSSC>>[Cl:23][C:18]1[CH:17]=[CH:16][C:15]([S:3]([CH3:1])(=[O:5])=[O:4])=[CH:22][C:19]=1[C:20]#[N:21]. Starting materials: CCCCO, Clc1nc(Cl)c2[nH]cnc2n1, NCc1ccc(-c2ccccc2)cc1. The product is Clc1nc(NCc2ccc(-c3ccccc3)cc2)c2[nH]cnc2n1. RXN SMILES: [CH2:26]([OH:27])[CH2:28][CH2:29][CH3:30].[Cl:1][c:2]1[n:3][c:4]([Cl:11])[c:5]2[nH:6][cH:7][n:8][c:9]2[n:10]1.[c:12]1(-[c:18]2[cH:19][cH:20][c:21]([CH2:22][NH2:23])[cH:24][cH:25]2)[cH:13][cH:14][cH:15][cH:16][cH:17]1>>[Cl:1][c:2]1[n:3][c:4]([NH:23][CH2:22][c:21]2[cH:20][cH:19][c:18](-[c:12]3[cH:13][cH:14][cH:15][cH:16][cH:17]3)[cH:25][cH:24]2)[c:5]2[nH:6][cH:7][n:8][c:9]2[n:10]1. Reactants: Cl.NO (Hydroxylamine hydrochloride), C(C)(=O)[O-].[Na+] (sodium acetate), ClC=1C=C(C=C(C1)Cl)NC(C(C)(C)N1COC(=C(C1=O)C1=CC=CC=C1)C=O)=O (N-(3,5-dichlorophenyl)-2-(6-formyl-2,3-dihydro-4-oxo-5-phenyl-4H-1,3-oxazin-3-yl)-2-methylpropanamide). Solvent: C(C)O (ethanol). The product is ClC=1C=C(C=C(C1)Cl)NC(C(C)(C)N1C(OC(C(C1=O)C1=CC=CC=C1)=NO)=C)=O (N-(3,5-dichlorophenyl)-2-(2,3-dihydro-6-hydroxyiminomethylene-4-oxo-5-phenyl-4H-1,3-oxazin-3-yl)-2-methylpropanamide). Yield: 34.1%. Reaction SMILES: Cl.[NH2:2][OH:3].[C:4]([O-:7])(=O)[CH3:5].[Na+].[Cl:9][C:10]1[CH:11]=[C:12]([NH:17][C:18](=[O:37])[C:19]([N:22]2[C:27](=[O:28])[C:26]([C:29]3[CH:34]=[CH:33][CH:32]=[CH:31][CH:30]=3)=[C:25](C=O)OC2)([CH3:21])[CH3:20])[CH:13]=[C:14]([Cl:16])[CH:15]=1>C(O)C>[Cl:16][C:14]1[CH:13]=[C:12]([NH:17][C:18](=[O:37])[C:19]([N:22]2[C:27](=[O:28])[CH:26]([C:29]3[CH:34]=[CH:33][CH:32]=[CH:31][CH:30]=3)[C:25](=[N:2][OH:3])[O:7][C:4]2=[CH2:5])([CH3:21])[CH3:20])[CH:11]=[C:10]([Cl:9])[CH:15]=1 |f:0.1,2.3|. Procedure: Hydroxylamine hydrochloride (0.31 g) followed by sodium acetate (0.37 g) was added to a stirred solution of N-(3,5-dichlorophenyl)-2-(6-formyl-2,3-dihydro-4-oxo-5-phenyl-4H-1,3-oxazin-3-yl)-2-methylpropanamide (1.5 g) in ethanol at room temperature. After 10 minutes the precipitated solid was filtered, washed with ethanol and water, and dried to give N-(3,5-dichlorophenyl)-2-(2,3-dihydro-6-hydroxyiminomethylene-4-oxo-5-phenyl-4H-1,3-oxazin-3-yl)-2-methylpropanamide (compound 115, 0.53 g) m.p. 20...